Dataset: the Open Reaction Database (ORD), a public repository of structured organic reaction records. Task: describe an organic reaction: reactants, conditions, products, and yield The reactants are CCN=C=NCCCN(C)C, CN(C)c1ccncc1, ClCCl, O=C(O)c1cccc(C2CCN(C(=O)Cn3nc(C(F)F)cc3C(F)F)CC2)n1, O, OC1CCCCC1. Product: O=C(OC1CCCCC1)c1cccc(C2CCN(C(=O)Cn3nc(C(F)F)cc3C(F)F)CC2)n1. As a reaction SMILES: [CH2:37]([N:38]=[C:39]=[N:40][CH2:41][CH2:42][CH2:43][N:44]([CH3:45])[CH3:46])[CH3:47].[CH3:52][N:53]([CH3:54])[c:55]1[cH:56][cH:57][n:58][cH:59][cH:60]1.[Cl:49][CH2:50][Cl:51].[F:1][CH:2]([c:3]1[n:4][n:5]([CH2:11][C:12](=[O:13])[N:14]2[CH2:15][CH2:16][CH:17]([c:20]3[cH:21][cH:22][cH:23][c:24]([C:26](=[O:27])[OH:28])[n:25]3)[CH2:18][CH2:19]2)[c:6]([CH:8]([F:9])[F:10])[cH:7]1)[F:29].[OH2:48].[OH:30][CH:31]1[CH2:32][CH2:33][CH2:34][CH2:35][CH2:36]1>>[F:1][CH:2]([c:3]1[n:4][n:5]([CH2:11][C:12](=[O:13])[N:14]2[CH2:15][CH2:16][CH:17]([c:20]3[cH:21][cH:22][cH:23][c:24]([C:26](=[O:27])[O:28][CH:31]4[CH2:32][CH2:33][CH2:34][CH2:35][CH2:36]4)[n:25]3)[CH2:18][CH2:19]2)[c:6]([CH:8]([F:9])[F:10])[cH:7]1)[F:29].